From a dataset of the Open Reaction Database (ORD), a public repository of structured organic reaction records. describe an organic reaction: reactants, conditions, products, and yield The reactants are BrC1=CN(C=2N=CN=C(C21)N2CCC(CC2)NC(C2=CC=CC=C2)=O)S(=O)(=O)C2=CC=CC=C2 (N-{1-[5-bromo-7-(phenylsulfonyl)-7H-pyrrolo[2,3-d]pyrimidin-4-yl]-4-piperidinyl}benzamide), O1C=C(C=C1)B1OC(C(O1)(C)C)(C)C (2-(3-furanyl)-4,4,5,5-tetramethyl-1,3,2-dioxaborolane), O.O.O.P(=O)([O-])([O-])[O-].[K+].[K+].[K+] (potassium phosphate trihydrate), O (water). The reagents and catalysts are C=1C=CC(=CC1)[P](C=2C=CC=CC2)(C=3C=CC=CC3)[Pd]([P](C=4C=CC=CC4)(C=5C=CC=CC5)C=6C=CC=CC6)([P](C=7C=CC=CC7)(C=8C=CC=CC8)C=9C=CC=CC9)[P](C=1C=CC=CC1)(C=1C=CC=CC1)C=1C=CC=CC1 (palladium tetrakis). Run in O1CCOCC1 (1,4-dioxane). The product is O1C=C(C=C1)C1=CN(C=2N=CN=C(C21)N2CCC(CC2)NC(C2=CC=CC=C2)=O)S(=O)(=O)C2=CC=CC=C2 (N-{1-[5-(3-furanyl)-7-(phenylsulfonyl)-7H-pyrrolo[2,3-d]pyrimidin-4-yl]-4-piperidinyl}benzamide). As a reaction SMILES: Br[C:2]1[C:10]2[C:9]([N:11]3[CH2:16][CH2:15][CH:14]([NH:17][C:18](=[O:25])[C:19]4[CH:24]=[CH:23][CH:22]=[CH:21][CH:20]=4)[CH2:13][CH2:12]3)=[N:8][CH:7]=[N:6][C:5]=2[N:4]([S:26]([C:29]2[CH:34]=[CH:33][CH:32]=[CH:31][CH:30]=2)(=[O:28])=[O:27])[CH:3]=1.[O:35]1[CH:39]=[CH:38][C:37](B2OC(C)(C)C(C)(C)O2)=[CH:36]1.O.O.O.P([O-])([O-])([O-])=O.[K+].[K+].[K+].O>O1CCOCC1.C1C=CC([P]([Pd]([P](C2C=CC=CC=2)(C2C=CC=CC=2)C2C=CC=CC=2)([P](C2C=CC=CC=2)(C2C=CC=CC=2)C2C=CC=CC=2)[P](C2C=CC=CC=2)(C2C=CC=CC=2)C2C=CC=CC=2)(C2C=CC=CC=2)C2C=CC=CC=2)=CC=1>[O:35]1[CH:39]=[CH:38][C:37]([C:2]2[C:10]3[C:9]([N:11]4[CH2:16][CH2:15][CH:14]([NH:17][C:18](=[O:25])[C:19]5[CH:24]=[CH:23][CH:22]=[CH:21][CH:20]=5)[CH2:13][CH2:12]4)=[N:8][CH:7]=[N:6][C:5]=3[N:4]([S:26]([C:29]3[CH:34]=[CH:33][CH:32]=[CH:31][CH:30]=3)(=[O:28])=[O:27])[CH:3]=2)=[CH:36]1 |f:2.3.4.5.6.7.8,^1:70,72,91,110|. Procedure details: N-{1-[5-bromo-7-(phenylsulfonyl)-7H-pyrrolo[2,3-d]pyrimidin-4-yl]-4-piperidinyl}benzamide D6 (450 mg), 2-(3-furanyl)-4,4,5,5-tetramethyl-1,3,2-dioxaborolane (240 mg, 1.245 mmol, commercially available from e.g. Maybridge, Sigma-Aldrich or Apollo), potassium phosphate trihydrate (660 mg, 2.5 mmol), palladium tetrakis (30 mg, 0.026 mmol) were dissolved in 1,4-dioxane (20 ml) and water (4 ml) and stirred under nitrogen at 90° C. overnight. Cooled to room temperature, solvent removed in vacuo, water... The reactants are BrC=1C=C(N)C=CC1 (3-bromoaniline), C1(=CC=CC=C1)P(C1=CC=CC=C1)C1=CC=CC=C1 (triphenyl phosphine), CC(C)(C#C)O (2-methyl-3-butyn-2-ol), CN(C(=N)N(C)C)C (1,1,3,3-tetramethyl guanidine). Reagents/catalysts: Cl[Cu] (CuCl), Cl[Pd]Cl (PdCl2). Run in CN(C=O)C (dimethylformamide), C(Cl)Cl (CH2Cl2), O (H2O). Product: NC=1C=C(C=CC1)C#CC(C)(O)C (4-(3-aminophenyl)-2-methyl-3-butyn-2-ol). The yield is 71.0%. Reaction SMILES: Br[C:2]1[CH:3]=[C:4]([CH:6]=[CH:7][CH:8]=1)[NH2:5].[CH3:9][C:10]([OH:14])([C:12]#[CH:13])[CH3:11].CN(C)C(N(C)C)=N.C1(P(C2C=CC=CC=2)C2C=CC=CC=2)C=CC=CC=1>Cl[Cu].Cl[Pd]Cl.C(Cl)Cl.O.CN(C)C=O>[NH2:5][C:4]1[CH:3]=[C:2]([C:13]#[C:12][C:10]([CH3:11])([OH:14])[CH3:9])[CH:8]=[CH:7][CH:6]=1. Procedure: A 250 ml round bottomed flask fitted with refrigerator, under nitrogen stream, is loaded with 3-bromoaniline (16 ml), dimethylformamide (80 ml), 2-methyl-3-butyn-2-ol (21.3 ml), 1,1,3,3-tetramethyl guanidine (20.3 ml), CuCl (0.044 g), PdCl2 (0.156 g) and triphenyl phosphine (0.925 g), in this order. The mixture is heated to 70°-75° C., keeping this temperature until completion of the reaction. H2O (250 ml) and CH2Cl2 (100 ml) are added at a temperature of 35°-30° C. The organic phase is dried, t...